Dataset: the Open Reaction Database (ORD), a public repository of structured organic reaction records. Task: describe an organic reaction: reactants, conditions, products, and yield The product is NC1=CC(=CC(=C1)N)N (1,3,5-triaminobenzene). Starting materials: NC=1C=C(C=C(C1)N)Cl (3,5-diaminochlorobenzene), O.N (ammonia water), cuprous chloride. RXN SMILES: [NH2:1][C:2]1[CH:3]=[C:4](Cl)[CH:5]=[C:6]([NH2:8])[CH:7]=1.O.[NH3:11]>>[NH2:1][C:2]1[CH:3]=[C:4]([NH2:11])[CH:5]=[C:6]([NH2:8])[CH:7]=1 |f:1.2|. Procedure details: In an autoclave, 28.6 g. of 3,5-diaminochlorobenzene, 85 g. of 20% ammonia water and 1.0 g. of cuprous chloride were charged to react them at 175° to 180° C. for 8 hours to obtain 1,3,5-triaminobenzene. Ammonia was discharged and the product was recrystallized to obtain 20 g. of 1,3,5-triaminobenzene.